This data is from the Open Reaction Database (ORD), a public repository of structured organic reaction records. The task is: describe an organic reaction: reactants, conditions, products, and yield Starting materials: COC=1C(=CC2=C(C=C(CCC2)C(=O)N2C(CN(CC2)C(=O)OC(C)(C)C)C(=O)OC)C1)OC (methyl 1-(2,3-dimethoxy-6,7-dihydro- 5H-benzocyclohepten-8-ylcarbonyl)-4-tert-butoxycarbonylpiperazine-2-carboxylate), Cl.C(C)(=O)OCC (HCl ethyl acetate). Reaction conditions: time 5 hour. Product: Cl.COC=1C(=CC2=C(C=C(CCC2)C(=O)N2C(CNCC2)C(=O)OC)C1)OC (methyl 1-(2,3-dimethoxy-6,7-dihydro-5H-benzo-cyclohepten-8-ylcarbonyl}piperazine-2-carboxylate hydrochloride). As a reaction SMILES: [CH3:1][O:2][C:3]1[C:4]([O:33][CH3:34])=[CH:5][C:6]2[CH2:12][CH2:11][CH2:10][C:9]([C:13]([N:15]3[CH2:20][CH2:19][N:18](C(OC(C)(C)C)=O)[CH2:17][CH:16]3[C:28]([O:30][CH3:31])=[O:29])=[O:14])=[CH:8][C:7]=2[CH:32]=1.[ClH:35].C(OCC)(=O)C>>[ClH:35].[CH3:1][O:2][C:3]1[C:4]([O:33][CH3:34])=[CH:5][C:6]2[CH2:12][CH2:11][CH2:10][C:9]([C:13]([N:15]3[CH2:20][CH2:19][NH:18][CH2:17][CH:16]3[C:28]([O:30][CH3:31])=[O:29])=[O:14])=[CH:8][C:7]=2[CH:32]=1 |f:1.2,3.4|. Reported procedure: To a solution of 4.5N HCl-ethyl acetate solution (10 ml) is added methyl 1-(2,3-dimethoxy-6,7-dihydro- 5H-benzocyclohepten-8-ylcarbonyl)-4-tert-butoxycarbonylpiperazine-2-carboxylate (1.7 g). The reaction mixture is left standing at room temperature for 5 hours. Then the solvent is distilled off under reduced pressure. To the residue is added ethyl ether. Resulting precipitates are collected and dried to afford methyl 1-(2,3-dimethoxy-6,7-dihydro-5H-benzo-cyclohepten-8-ylcarbonyl}piperazine-2-ca...